Dataset: the Open Reaction Database (ORD), a public repository of structured organic reaction records. Task: describe an organic reaction: reactants, conditions, products, and yield Starting materials: O=C1NCC=2N=C(N=C(C21)NC=2C=C(C=CC2)C)N[C@H]2[C@H](CCCC2)NC(OC(C)(C)C)=O (tert-butyl (1S,2R)-2-(5-oxo-4-(m-tolylamino)-6,7-dihydro-5H-pyrrolo[3,4-d]pyrimidin-2-ylamino)cyclohexylcarbamate), Cl (hydrochloric acid). Solvent: CC(=O)O (HOAc). Reaction conditions: time 30 minute. Product: N[C@@H]1[C@@H](CCCC1)NC=1N=C(C2=C(N1)CNC2=O)NC=2C=C(C=CC2)C (2-((1R,2S)-2-Aminocyclohexylamino)-4-(m-tolylamino)-6,7-dihydro-5H-pyrrolo[3,4-d]pyrimidin-5-one). The yield is 28.9%. Reaction SMILES: [O:1]=[C:2]1[C:10]2[C:9]([NH:11][C:12]3[CH:13]=[C:14]([CH3:18])[CH:15]=[CH:16][CH:17]=3)=[N:8][C:7]([NH:19][C@@H:20]3[CH2:25][CH2:24][CH2:23][CH2:22][C@@H:21]3[NH:26]C(=O)OC(C)(C)C)=[N:6][C:5]=2[CH2:4][NH:3]1.Cl>CC(O)=O>[NH2:26][C@H:21]1[CH2:22][CH2:23][CH2:24][CH2:25][C@H:20]1[NH:19][C:7]1[N:8]=[C:9]([NH:11][C:12]2[CH:13]=[C:14]([CH3:18])[CH:15]=[CH:16][CH:17]=2)[C:10]2[C:2](=[O:1])[NH:3][CH2:4][C:5]=2[N:6]=1. Reported procedure: To a solution of tert-butyl (1S,2R)-2-(5-oxo-4-(m-tolylamino)-6,7-dihydro-5H-pyrrolo[3,4-d]pyrimidin-2-ylamino)cyclohexylcarbamate (50.4 mg, 0.111 mmol) in HOAc (2 mL) was added hydrochloric acid (0.5 mL, 16.46 mmol). The mixture was stirred at RT for 30 min and then concentrated under reduced pressure. The residue was treated with saturated aq NaHCO3 and extracted with EtOAc. The organic layers were washed with saturated aq NaHCO3, water, and brine, were dried over anhydrous Na2SO4, and then fi...